This data is from the Open Reaction Database (ORD), a public repository of structured organic reaction records. The task is: describe an organic reaction: reactants, conditions, products, and yield Starting materials: CI (methyl iodide), N1=C(C=CC2=CC=CC=C12)C1SCCC1 (2-(quinol-2-yl)-tetrahydrothiophen), C(C)(C)OC(C)C (diisopropyl ether), solution, C(CCC)[Li] (n-butyllithium), C(=S)=S (carbon disulphide), C (charcoal). Run in O1CCCC1 (tetrahydrofuran), CN(C)P(=O)(N(C)C)N(C)C (hexamethylphosphorotriamide), O1CCCC1 (tetrahydrofuran), CN(C)P(=O)(N(C)C)N(C)C (hexamethylphosphorotriamide), O1CCCC1 (tetrahydrofuran), CN(C)P(=O)(N(C)C)N(C)C (hexamethylphosphorotriamide), C(C)(=O)OCC (ethyl acetate), O (water), CCCCCC (hexane), O1CCCC1 (tetrahydrofuran), CN(C)P(=O)(N(C)C)N(C)C (hexamethylphosphorotriamide). Conditions: temperature 5 celsius, time 5 minute. The product is N1=C(C=CC2=CC=CC=C12)C1(SCCC1)C(=S)SC (methyl 2-(quinol-2-yl)-tetrahydrothiophen-2-carbodithioate). Isolated yield 20.2%. RXN SMILES: C([Li])CCC.[N:6]1[C:15]2[C:10](=[CH:11][CH:12]=[CH:13][CH:14]=2)[CH:9]=[CH:8][C:7]=1[CH:16]1[CH2:20][CH2:19][CH2:18][S:17]1.[CH3:21]I.C(OC(C)C)(C)C.C.[C:31](=[S:33])=[S:32]>CCCCCC.C(OCC)(=O)C.O.O1CCCC1.CN(P(N(C)C)(N(C)C)=O)C>[N:6]1[C:15]2[C:10](=[CH:11][CH:12]=[CH:13][CH:14]=2)[CH:9]=[CH:8][C:7]=1[C:16]1([C:31]([S:33][CH3:21])=[S:32])[CH2:20][CH2:19][CH2:18][S:17]1. Procedure: A mixture of anhydrous hexamethylphosphorotriamide and anhydrous tetrahydrofuran (47/53 by volume; 100 cc) is added dropwise and in the course of 10 minutes to a 1.6 M solution of n-butyllithium in hexane (138 cc), kept under an argon atmosphere and at a temperature of about -60° C. A solution of 2-(quinol-2-yl)-tetrahydrothiophen (31 g) in a mixture of anhydrous hexamethylphosphorotriamide and anhydrous tetrahydrofuran (47/53 by volume; 100 cc) is then added in the course of 15 minutes. After s... Reactants: C(C)(C)(C)OC (methyl tert-butyl ether), I(=O)(=O)(=O)[O-].[Na+] (sodium periodate), C(C=C)O[C@H]1C[C@H](CCC1)CCC(C(=O)OC(C)(C)C)CC (tert-butyl 4-(cis-3-allyloxycyclohexyl)-2-ethylbutyrate). Reagents/catalysts: [Os](=O)(=O)(=O)=O (osmium tetroxide), [Os](=O)(=O)(=O)=O (osmium tetroxide). Solvent: O (water), C(C)OCC (diethyl ether). Conditions: time 9 hour. The product is C(C)C(C(=O)OC(C)(C)C)CC[C@@H]1C[C@@H](CCC1)OCC=O (tert-Butyl 2-ethyl-4-[cis-3-(2-oxoethoxy)cyclohexyl]butyrate). RXN SMILES: [CH2:1]([O:4][C@@H:5]1[CH2:10][CH2:9][CH2:8][C@H:7]([CH2:11][CH2:12][CH:13]([CH2:21][CH3:22])[C:14]([O:16][C:17]([CH3:20])([CH3:19])[CH3:18])=[O:15])[CH2:6]1)[CH:2]=C.I([O-])(=O)(=O)=[O:24].[Na+].C(OC)(C)(C)C>C(OCC)C.O.[Os](=O)(=O)(=O)=O>[CH2:21]([CH:13]([CH2:12][CH2:11][C@H:7]1[CH2:8][CH2:9][CH2:10][C@@H:5]([O:4][CH2:1][CH:2]=[O:24])[CH2:6]1)[C:14]([O:16][C:17]([CH3:20])([CH3:19])[CH3:18])=[O:15])[CH3:22] |f:1.2|. Procedure: 770 mg of tert-butyl 4-(cis-3-allyloxycyclohexyl)-2-ethylbutyrate are dissolved in 50 ml of diethyl ether, and 1.59 g of sodium periodate, dissolved in 50 ml of water, are added. At 0° C., 2.56 ml of an osmium tetroxide solution (2.5% by weight in tert-butanol) are added, and the mixture is stirred vigorously at room temperature. After 9 hours, a further 12.8 ml of the osmium tetroxide solution are added, and stirring at room temperature is continued for a further 3 hours. 200 ml of methyl tert-... Starting materials: OO (Hydrogen peroxide), O (Water), C1(CCCCC1)COC1=NSC(=C1C#N)SC (3-Cyclohexylmethoxy-5-methylsulfanyl-isothiazole-4-carbonitrile), OO (hydrogen peroxide). Run in C(C)(=O)OC(C)=O (acetic anhydride), S(O)(O)(=O)=O (sulfuric acid), C(C)(=O)O (acetic acid). Run at time 24 hour. Yields the product C1(CCCCC1)COC1=NSC(=C1C(=O)N)SC (3-Cyclohexylmethoxy-5-methylsulfanyl-isothiazole-4-carboxylic acid amide). Yield: 62.0%. Reaction SMILES: [CH:1]1([CH2:7][O:8][C:9]2[C:13]([C:14]#[N:15])=[C:12]([S:16][CH3:17])[S:11][N:10]=2)[CH2:6][CH2:5][CH2:4][CH2:3][CH2:2]1.[OH:18]O.O>S(=O)(=O)(O)O.C(O)(=O)C.C(OC(=O)C)(=O)C>[CH:1]1([CH2:7][O:8][C:9]2[C:13]([C:14]([NH2:15])=[O:18])=[C:12]([S:16][CH3:17])[S:11][N:10]=2)[CH2:2][CH2:3][CH2:4][CH2:5][CH2:6]1. Reported procedure: 3-Cyclohexylmethoxy-5-methylsulfanyl-isothiazole-4-carbonitrile (3) (6.3 g, 23.5 mmol) is dissolved in conc. sulfuric acid (31.5 mL) and stirred at room temperature for 24 hrs. Ice was added and the resulting suspension was filtered and washed with water and then washed with 1N NaOH. The solids were dried in vacuo to obtain crude 3-cyclohexylmethoxy-5-methylsulfanyl-isothiazole-4-carboxylic acid amide (4, 8.7 g). This solid is slurried in acetic acid (37 mL) and acetic anhydride (37 mL). Hydroge... Starting materials: NCc1cccc(Br)c1, CCOC(OCC)C(=N)OC, C[O-], CO, Cl, [Na+]. The product is CCOC(OCC)C(=N)NCc1cccc(Br)c1. RXN SMILES: [Br:2][c:3]1[cH:4][c:5]([CH2:9][NH2:10])[cH:6][cH:7][cH:8]1.[CH2:14]([CH3:15])[O:16][CH:17]([C:18]([O:19][CH3:20])=[NH:21])[O:22][CH2:23][CH3:24].[CH3:11][O-:12].[CH3:25][OH:26].[ClH:1].[Na+:13]>>[Br:2][c:3]1[cH:4][c:5]([CH2:9][NH:10][C:18]([CH:17]([O:16][CH2:14][CH3:15])[O:22][CH2:23][CH3:24])=[NH:21])[cH:6][cH:7][cH:8]1. Run at time 30 minute. Procedure details: To a solution of 2-hydroxydibenzofuran (682 mg, 3.70 mmol) in dioxane (20 mL) was added NaH (Aldrich, dry, 300 mg, 12.2 mmol) and Cs2CO3 (4.00 g, 12.2 mmol). The resulting mixture was stirred at room temperature for about 30 minutes, then 2-bromo-2-methyl-propanamide (2.03 g, 12.2 mmol) was added and the resulting mixture was stirred at reflux for 18 h. After the reflux period, NMP (20 mL), DMPU (2 mL), and NaH (Aldrich, dry, 100 mg, 4.07 mmol) were added. The resulting mixture was stirred at 15... Product: C1=C(C=CC=2OC3=C(C21)C=CC=C3)NC(C(C)(C)O)=O (N-(2-dibenzofuranyl)-2-hydroxy-2-methylpropionamide). RXN SMILES: O[C:2]1[CH:14]=[CH:13][C:5]2[O:6][C:7]3[CH:12]=[CH:11][CH:10]=[CH:9][C:8]=3[C:4]=2[CH:3]=1.[H-].[Na+].C([O-])([O-])=[O:18].[Cs+].[Cs+].Br[C:24]([CH3:29])([CH3:28])[C:25]([NH2:27])=[O:26]>O1CCOCC1.CN1C(=O)N(C)CCC1.CN1C(=O)CCC1>[CH:3]1[C:4]2[C:8]3[CH:9]=[CH:10][CH:11]=[CH:12][C:7]=3[O:6][C:5]=2[CH:13]=[CH:14][C:2]=1[NH:27][C:25](=[O:26])[C:24]([OH:18])([CH3:29])[CH3:28] |f:1.2,3.4.5|. Yield: 58.1%. Reactants: OC1=CC2=C(OC3=C2C=CC=C3)C=C1 (2-hydroxydibenzofuran), [H-].[Na+] (NaH), C(=O)([O-])[O-].[Cs+].[Cs+] (Cs2CO3), BrC(C(=O)N)(C)C (2-bromo-2-methyl-propanamide), [H-].[Na+] (NaH). Solvent: O1CCOCC1 (dioxane), CN1CCCN(C1=O)C (DMPU), CN1CCCC1=O (NMP). Reactants: C(C)(C)[C@@H]1C=2N(CCN1)C1=C(N2)C=C(C(=C1)S(=O)(=O)C)C(=O)OC ((R)-methyl 1-isopropyl-7-(methylsulfonyl)-1,2,3,4-tetrahydrobenzo[4,5]imidazo[1,2-a]pyrazine-8-carboxylate), C(C)(C)[C@@H]1C=2N(CCN1)C1=C(N2)C=C(C(=C1)S(=O)(=O)C)C(=O)OC ((R)-methyl 1-isopropyl-7-(methylsulfonyl)-1,2,3,4-tetrahydrobenzo[4,5]imidazo[1,2-a]pyrazine-8-carboxylate), ClC1=NC=C(C(=N1)C1CC1)C(=O)OC (methyl 2-chloro-4-cyclopropylpyrimidine-5-carboxylate), CCN(C(C)C)C(C)C (DIEA). The solvent is C(Cl)Cl.CC(C)O (CH2Cl2 i-PrOH). Conditions: temperature 120 celsius, time 16 hour. Product: C1(CC1)C1=NC(=NC=C1C(=O)OC)N1[C@@H](C=2N(CC1)C1=C(N2)C=C(C(=C1)S(=O)(=O)C)C(=O)OC)C(C)C ((R)-methyl 2-(4-cyclopropyl-5-(methoxycarbonyl)pyrimidin-2-yl)-1-isopropyl-7-(methylsulfonyl)-1,2,3,4-tetrahydrobenzo[4,5]imidazo[1,2-a]pyrazine-8-carboxylate). The yield is 43.1%. RXN SMILES: [CH:1]([C@H:4]1[NH:9][CH2:8][CH2:7][N:6]2[C:10]3[CH:16]=[C:15]([S:17]([CH3:20])(=[O:19])=[O:18])[C:14]([C:21]([O:23][CH3:24])=[O:22])=[CH:13][C:11]=3[N:12]=[C:5]12)([CH3:3])[CH3:2].Cl[C:26]1[N:31]=[C:30]([CH:32]2[CH2:34][CH2:33]2)[C:29]([C:35]([O:37][CH3:38])=[O:36])=[CH:28][N:27]=1.CCN(C(C)C)C(C)C>C(Cl)Cl.CC(O)C>[CH:32]1([C:30]2[C:29]([C:35]([O:37][CH3:38])=[O:36])=[CH:28][N:27]=[C:26]([N:9]3[CH2:8][CH2:7][N:6]4[C:10]5[CH:16]=[C:15]([S:17]([CH3:20])(=[O:19])=[O:18])[C:14]([C:21]([O:23][CH3:24])=[O:22])=[CH:13][C:11]=5[N:12]=[C:5]4[C@H:4]3[CH:1]([CH3:3])[CH3:2])[N:31]=2)[CH2:33][CH2:34]1 |f:3.4|. Procedure: The mixture of (R)-methyl 1-isopropyl-7-(methylsulfonyl)-1,2,3,4-tetrahydrobenzo[4,5]imidazo[1,2-a]pyrazine-8-carboxylate (77 mg, 0.22 mmol), methyl 2-chloro-4-cyclopropylpyrimidine-5-carboxylate (57 mg, 0.26 mmol, 1.2 eq.) and DIEA (172 mg, 1.3 mmol, 6 eq.) in CH2Cl2/i-PrOH (1 mL/1 mL) was stirred at 120° C. for 16 h. TLC showed (R)-methyl 1-isopropyl-7-(methylsulfonyl)-1,2,3,4-tetrahydrobenzo[4,5]imidazo[1,2-a]pyrazine-8-carboxylate was consumed completely (PE:EtOAc=1:1). Water (10 mL) was add...